Dataset: the Open Reaction Database (ORD), a public repository of structured organic reaction records. Task: describe an organic reaction: reactants, conditions, products, and yield Reactants: [H-], [Na+], CN(C)C=O, Cc1ccc(S(=O)(=O)Cl)cc1, O=c1[nH]ccc2cc3cccnc3n12. Yields the product Cc1ccc(S(=O)(=O)n2ccc3cc4cccnc4n3c2=O)cc1. As a reaction SMILES: [H-:16].[Na+:15].[O:28]=[CH:29][N:30]([CH3:31])[CH3:32].[c:17]1([CH3:27])[cH:18][cH:19][c:20]([S:23](=[O:24])(=[O:25])[Cl:26])[cH:21][cH:22]1.[n:1]1[cH:2][cH:3][cH:4][c:5]2[cH:6][c:7]3[n:8]([c:9](=[O:13])[nH:10][cH:11][cH:12]3)[c:14]12>>[n:1]1[cH:2][cH:3][cH:4][c:5]2[cH:6][c:7]3[n:8]([c:9](=[O:13])[n:10]([S:23]([c:20]4[cH:19][cH:18][c:17]([CH3:27])[cH:22][cH:21]4)(=[O:24])=[O:25])[cH:11][cH:12]3)[c:14]12. Starting materials: CS(=O)(=O)CC(=O)O (Methane sulfonyl acetic acid), C(CC)P1(OP(OP(O1)(=O)CCC)(=O)CCC)=O (T3P), Cl.ClC=1C=C(C=C(C1)Cl)C1(CC(=CO1)C1=CC=C(C=C1)C1(CNC1)F)C(F)(F)F (3-(4-(5-(3,5-dichlorophenyl)-5-(trifluoromethyl)-4,5-dihydrofuran-3-yl)phenyl)-3-fluoroazetidine hydrochloride), Cl.ClC=1C=C(C=C(C1)Cl)C1(CC(=CO1)C1=CC=C(C=C1)C1(CNC1)F)C(F)(F)F (3-(4-(5-(3,5-dichlorophenyl)-5-(trifluoromethyl)-4,5-dihydrofuran-3-yl)phenyl)-3-fluoroazetidine hydrochloride), CCN(C(C)C)C(C)C (DIPEA). Solvent: C1CCOC1 (THF). Run at time 10 minute. Product: ClC=1C=C(C=C(C1)Cl)C1(CC(=CO1)C1=CC=C(C=C1)C1(CN(C1)C(CS(=O)(=O)C)=O)F)C(F)(F)F (1-(3-(4-(5-(3,5-dichlorophenyl)-5-(trifluoromethyl)-4,5-dihydrofuran-3-yl)phenyl)-3-fluoroazetidin-1-yl)-2-(methylsulfonyl)ethanone). Yield: 54.1%. Reaction SMILES: Cl.[Cl:2][C:3]1[CH:4]=[C:5]([C:10]2([C:26]([F:29])([F:28])[F:27])[O:14][CH:13]=[C:12]([C:15]3[CH:20]=[CH:19][C:18]([C:21]4([F:25])[CH2:24][NH:23][CH2:22]4)=[CH:17][CH:16]=3)[CH2:11]2)[CH:6]=[C:7]([Cl:9])[CH:8]=1.CCN(C(C)C)C(C)C.[CH3:39][S:40]([CH2:43][C:44](O)=[O:45])(=[O:42])=[O:41].C(P1(=O)OP(CCC)(=O)OP(CCC)(=O)O1)CC>C1COCC1>[Cl:2][C:3]1[CH:4]=[C:5]([C:10]2([C:26]([F:27])([F:29])[F:28])[O:14][CH:13]=[C:12]([C:15]3[CH:20]=[CH:19][C:18]([C:21]4([F:25])[CH2:22][N:23]([C:44](=[O:45])[CH2:43][S:40]([CH3:39])(=[O:42])=[O:41])[CH2:24]4)=[CH:17][CH:16]=3)[CH2:11]2)[CH:6]=[C:7]([Cl:9])[CH:8]=1 |f:0.1|. Procedure: To a stirred solution of 3-(4-(5-(3,5-dichlorophenyl)-5-(trifluoromethyl)-4,5-dihydrofuran-3-yl)phenyl)-3-fluoroazetidine hydrochloride (Example 1, Intermediate 3) (0.25 g, 0.535 mmol) in THF (5 mL) was added DIPEA (0.933 mL, 5.35 mmol) at room temperature and stirred for 10 minutes at room temperature. Methane sulfonyl acetic acid (0.147 g, 1.07 mmol), T3P (50% solution in ethyl acetate, 1.6 mL, 2.675 mmol) were added at room temperature. Resulting reaction mixture was stirred for 16 hours at r... The reactants are [Al+3], O=C(C1CC1)N1CCC(c2cc3cc(C4CCCCC4)ccc3o2)CC1, [H-], [H-], [H-], [H-], [Li+], [Na+], C1CCOC1, [OH-], O. Product: c1cc2oc(C3CCN(CC4CC4)CC3)cc2cc1C1CCCCC1. As a reaction SMILES: [Al+3:28].[CH:1]1([C:4](=[O:5])[N:6]2[CH2:7][CH2:8][CH:9]([c:12]3[o:13][c:14]4[c:15]([cH:16]3)[cH:17][c:18]([CH:21]3[CH2:22][CH2:23][CH2:24][CH2:25][CH2:26]3)[cH:19][cH:20]4)[CH2:10][CH2:11]2)[CH2:2][CH2:3]1.[H-:27].[H-:30].[H-:31].[H-:32].[Li+:29].[Na+:35].[O:36]1[CH2:37][CH2:38][CH2:39][CH2:40]1.[OH-:34].[OH2:33]>>[CH:1]1([CH2:4][N:6]2[CH2:7][CH2:8][CH:9]([c:12]3[o:13][c:14]4[c:15]([cH:16]3)[cH:17][c:18]([CH:21]3[CH2:22][CH2:23][CH2:24][CH2:25][CH2:26]3)[cH:19][cH:20]4)[CH2:10][CH2:11]2)[CH2:2][CH2:3]1. Starting materials: O=C([O-])[O-], CC#N, [K+], [K+], Oc1ccc2cc(C3(O)CCNCC3)ccc2c1, ClCCCOc1cccc2[nH]ccc12. Product: Oc1ccc2cc(C3(O)CCN(CCCOc4cccc5[nH]ccc45)CC3)ccc2c1. As a reaction SMILES: [C:33](=[O:34])([O-:35])[O-:36].[CH3:39][C:40]#[N:41].[K+:37].[K+:38].[OH:15][C:16]1([c:22]2[cH:23][c:24]3[cH:25][cH:26][c:27]([OH:32])[cH:28][c:29]3[cH:30][cH:31]2)[CH2:17][CH2:18][NH:19][CH2:20][CH2:21]1.[nH:1]1[cH:2][cH:3][c:4]2[c:5]([O:10][CH2:11][CH2:12][CH2:13][Cl:14])[cH:6][cH:7][cH:8][c:9]12>>[nH:1]1[cH:2][cH:3][c:4]2[c:5]([O:10][CH2:11][CH2:12][CH2:13][N:19]3[CH2:18][CH2:17][C:16]([OH:15])([c:22]4[cH:23][c:24]5[cH:25][cH:26][c:27]([OH:32])[cH:28][c:29]5[cH:30][cH:31]4)[CH2:21][CH2:20]3)[cH:6][cH:7][cH:8][c:9]12.